From a dataset of the Open Reaction Database (ORD), a public repository of structured organic reaction records. describe an organic reaction: reactants, conditions, products, and yield The reactants are COc1ccccc1C1OP(=O)(O)OCC1(C)C, CCO, C#CCC(N)c1ccccc1. The product is COc1ccccc1C1OP(=O)(O)OCC1(C)C, C#CCC(N)c1ccccc1. As a reaction SMILES: [CH3:12][C:13]1([CH3:29])[CH:14]([c:21]2[c:22]([O:27][CH3:28])[cH:23][cH:24][cH:25][cH:26]2)[O:15][P:16]([OH:19])(=[O:20])[O:17][CH2:18]1.[CH3:30][CH2:31][OH:32].[NH2:1][CH:2]([CH2:3][C:4]#[CH:5])[c:6]1[cH:7][cH:8][cH:9][cH:10][cH:11]1>>[CH3:12][C:13]1([CH3:29])[CH:14]([c:21]2[c:22]([O:27][CH3:28])[cH:23][cH:24][cH:25][cH:26]2)[O:15][P:16](=[O:19])([OH:20])[O:17][CH2:18]1.[NH2:1][CH:2]([CH2:3][C:4]#[CH:5])[c:6]1[cH:7][cH:8][cH:9][cH:10][cH:11]1. The reactants are BrC1=C(C(=CC=C1)F)C(F)(F)F (1-bromo-3-fluoro-2-(trifluoromethyl)benzene), OC1CNCC1 (3-hydroxypyrrolidine). Product: FC=1C(=C(C=CC1)N1CC(CC1)O)C(F)(F)F (1-[3-fluoro-2-(trifluoromethyl)phenyl]pyrrolidin-3-ol). Yield: 24.0%. As a reaction SMILES: Br[C:2]1[CH:7]=[CH:6][CH:5]=[C:4]([F:8])[C:3]=1[C:9]([F:12])([F:11])[F:10].[OH:13][CH:14]1[CH2:18][CH2:17][NH:16][CH2:15]1>>[F:8][C:4]1[C:3]([C:9]([F:12])([F:11])[F:10])=[C:2]([N:16]2[CH2:17][CH2:18][CH:14]([OH:13])[CH2:15]2)[CH:7]=[CH:6][CH:5]=1. Procedure: The title compound (6.2 g, yield 24%) was obtained from 1-bromo-3-fluoro-2-(trifluoromethyl)benzene and 3-hydroxypyrrolidine by a method similar to that in Reference Example 1. Reactants: CCOC(=O)c1cnc(SC)nc1, [Li+], C1COCCO1, [OH-]. Product: CSc1ncc(C(=O)O)cn1. RXN SMILES: [CH3:1][S:2][c:3]1[n:4][cH:5][c:6]([C:9](=[O:10])[O:11][CH2:12][CH3:13])[cH:7][n:8]1.[Li+:15].[O:16]1[CH2:17][CH2:18][O:19][CH2:20][CH2:21]1.[OH-:14]>>[CH3:1][S:2][c:3]1[n:4][cH:5][c:6]([C:9](=[O:10])[OH:11])[cH:7][n:8]1. Reactants: COC1=CC=C(C=C1)S (4-methoxybenzenethiol), ice, [H-].[Na+] (sodium hydride), ClC1=C(C(=O)O)C(=CC=C1[N+](=O)[O-])Cl (2,6-dichloro-3-nitrobenzoic acid). The solvent is O1CCCC1 (tetrahydrofuran), O1CCCC1 (tetrahydrofuran). Run at temperature 25 celsius. Yields the product ClC1=CC=C(C(=C1C(=O)O)SC1=CC=C(C=C1)OC)[N+](=O)[O-] (6-chloro-2-[(4-methoxyphenyl)thio]-3-nitrobenzoic acid). Isolated yield 70.1%. Reaction SMILES: [H-].[Na+].Cl[C:4]1[C:12]([N+:13]([O-:15])=[O:14])=[CH:11][CH:10]=[C:9]([Cl:16])[C:5]=1[C:6]([OH:8])=[O:7].[CH3:17][O:18][C:19]1[CH:24]=[CH:23][C:22]([SH:25])=[CH:21][CH:20]=1>O1CCCC1>[Cl:16][C:9]1[C:5]([C:6]([OH:8])=[O:7])=[C:4]([S:25][C:22]2[CH:23]=[CH:24][C:19]([O:18][CH3:17])=[CH:20][CH:21]=2)[C:12]([N+:13]([O-:15])=[O:14])=[CH:11][CH:10]=1 |f:0.1|. Procedure: An ice-cooled suspension of 3.0 g (0.125 mol) of oil-free sodium hydride in 100 ml of tetrahydrofuran was treated portionwise during ten minutes with 12.2 g (0.052 mol) of 2,6-dichloro-3-nitrobenzoic acid [Lehmstedt and Schrader, Ber. 70B, 1526 (1937)]. After stirring for ten minutes, the suspension was treated dropwise with 7.0 g (0.05 mol) of 4-methoxybenzenethiol [C. M. Suter and H. L. Hansen, J. Am. Chem. Soc., 54, 4100 (1934)] in 50 ml of tetrahydrofuran. After stirring for 30 minutes at 0°... The reactants are [N+](=O)([O-])C=1C=C(C=CC1)O (3-nitrophenol), BrCC(=O)OCC (ethyl bromoacetate), C([O-])([O-])=O.[K+].[K+] (potassium carbonate). Run at time 48 hour. Product: [N+](=O)([O-])C=1C=C(OCC(=O)OCC)C=CC1 (ethyl 3-nitrophenoxyacetate). Yield: 98.0%. As a reaction SMILES: [N+:1]([C:4]1[CH:5]=[C:6]([OH:10])[CH:7]=[CH:8][CH:9]=1)([O-:3])=[O:2].Br[CH2:12][C:13]([O:15][CH2:16][CH3:17])=[O:14].C(=O)([O-])[O-].[K+].[K+]>>[N+:1]([C:4]1[CH:5]=[C:6]([CH:7]=[CH:8][CH:9]=1)[O:10][CH2:12][C:13]([O:15][CH2:16][CH3:17])=[O:14])([O-:3])=[O:2] |f:2.3.4|. Procedure: A mixture of 3-nitrophenol (6.95 g), ethyl bromoacetate (8.35 g) and potassium carbonate (6.9 g) in dry NHP (50 ml) was stirred at room temperature for 48 hours. The reaction mixture was partitioned between water (300 ml) and diethyl ether (75 ml). The organic layer was separated, washed with water, brine and dried (MgSO4). The residue was filtered through silica and eluted with a 3:2 mixture of hexane and ethyl acetate to give ethyl 3-nitrophenoxyacetate as a viscous oil in 98% yield; Reactants: C(C1=CC=CC=C1)OC(=O)NC12CCCC(CC1)(C2)C(=O)[O-] (5-(benzyloxycarbonylamino)bicyclo[3.2.1]octane-1-carboxylate), CCO (EtOH). Run at time 8 hour. Reagents/catalysts: [Pd] (Pd/C). As a reaction SMILES: C(OC([NH:11][C:12]12[CH2:19][C:16]([C:20]([O-:22])=[O:21])([CH2:17][CH2:18]1)[CH2:15][CH2:14][CH2:13]2)=O)C1C=CC=CC=1.[CH3:23]CO>[Pd]>[NH2:11][C:12]12[CH2:19][C:16]([C:20]([O:22][CH3:23])=[O:21])([CH2:17][CH2:18]1)[CH2:15][CH2:14][CH2:13]2. Yields the product NC12CCCC(CC1)(C2)C(=O)OC (Methyl 5-aminobicyclo[3.2.1]octane-1-carboxylate). The yield is 96.0%. Procedure: To a solution of 5-(benzyloxycarbonylamino)bicyclo[3.2.1]octane-1-carboxylate (10 g, 31.5 mmol) in EtOH (50 mL) was added Pd/C (900 mg) under H2 atmosphere at room temperature and stirred overnight. The reaction mixture was filtered through Celite. The filtrate was concentrated under reduced pressure to afford 5.5 g (96%) of the crude title compound, methyl 5-aminobicyclo[3.2.1]octane-1-carboxylate, as a colorless oil. ESI-MS m/z: 184 (M+H)+.